Dataset: the Open Reaction Database (ORD), a public repository of structured organic reaction records. Task: describe an organic reaction: reactants, conditions, products, and yield Starting materials: C(C1CO1)OC1=CC=C(C=C1)OCC1=CC=CC=C1 (4-benzyloxyphenyl glycidyl ether), NCCNC=1N(C(N(C(C1C)=O)C)=O)C (4-(2-aminoethylamino)-1,3,5-trimethylpyrimidine-2,6(1H,3H)-dione). Product: C(C1=CC=CC=C1)OC1=CC=C(OCC(CNCCNC2=C(C(N(C(N2C)=O)C)=O)C)O)C=C1 (1-(4-Benzyloxyphenoxy)-3-[2-(1,3,5-trimethylpyrimidine-2,4-dion-6-ylamino)-ethylamino]-propan-2-ol). Isolated yield 30.0%. Reaction SMILES: [CH2:1]([O:5][C:6]1[CH:11]=[CH:10][C:9]([O:12][CH2:13][C:14]2[CH:19]=[CH:18][CH:17]=[CH:16][CH:15]=2)=[CH:8][CH:7]=1)[CH:2]1[O:4][CH2:3]1.[NH2:20][CH2:21][CH2:22][NH:23][C:24]1[N:25]([CH3:34])[C:26](=[O:33])[N:27]([CH3:32])[C:28](=[O:31])[C:29]=1[CH3:30]>>[CH2:13]([O:12][C:9]1[CH:10]=[CH:11][C:6]([O:5][CH2:1][CH:2]([OH:4])[CH2:3][NH:20][CH2:21][CH2:22][NH:23][C:24]2[N:25]([CH3:34])[C:26](=[O:33])[N:27]([CH3:32])[C:28](=[O:31])[C:29]=2[CH3:30])=[CH:7][CH:8]=1)[C:14]1[CH:19]=[CH:18][CH:17]=[CH:16][CH:15]=1. Procedure details: Yield 30% of theory; colorless oil from 4-benzyloxyphenyl glycidyl ether and 4-(2-aminoethylamino)-1,3,5-trimethylpyrimidine-2,6(1H,3H)-dione. The reactants are [H-].[Na+] (sodium hydride), C(C)(C)(C)OC(=O)NCCSCC(CCl)O ((2-(t-Butyloxycarbonyl-amino)-ethyl) -(3-chloro-2-hydroxypropyl)-thioether), ice water. Run in CN(C=O)C (dimethylformamide). The product is C(C)(C)(C)OC(=O)N1CCSCC(C1)O (4-N-(t-Butyloxycarbonyl)-6-hydroxy -2,3,4,5,6,7-hexahydro-1,4-thiazepine). Yield: 47.9%. RXN SMILES: [C:1]([O:5][C:6]([NH:8][CH2:9][CH2:10][S:11][CH2:12][CH:13]([OH:16])[CH2:14]Cl)=[O:7])([CH3:4])([CH3:3])[CH3:2].[H-].[Na+]>CN(C)C=O>[C:1]([O:5][C:6]([N:8]1[CH2:14][CH:13]([OH:16])[CH2:12][S:11][CH2:10][CH2:9]1)=[O:7])([CH3:4])([CH3:3])[CH3:2] |f:1.2|. Procedure details: (2-(t-Butyloxycarbonyl-amino)-ethyl)-(3-chloro-2-hydroxypropyl)-thioether (30 g, 111.52 mmole) from Example 3, was dissolved in dimethylformamide (500 mL) at 0° C. and treated with sodium hydride (9.81 g, 245 mmole) in 3 portions over 15 minutes. The reaction was allowed to warm to room temperature over 1 hour and 15 minutes, poured into 2.5 L ice water and extracted with 3×1 L chloroform. The combined organic extracts were dried with brine and Na2SO4, evaporated, and the resulting residue chrom...